Dataset: the Open Reaction Database (ORD), a public repository of structured organic reaction records. Task: describe an organic reaction: reactants, conditions, products, and yield Starting materials: COC(C(C=CC1=CC(=CC=C1)Br)=O)=O (4-(3-bromo-phenyl)-2-oxo-3-butenoic acid methyl ester), Cl.ClC1=C(C=CC=C1)NN (2-chlorophenylhydrazine hydrochloride). Run in C(C)(=O)O (acetic acid). Run at temperature 125 celsius, time 4 hour. Product: COC(=O)C1=NN(C(C1)C1=CC(=CC=C1)Br)C1=C(C=CC=C1)Cl (5-(3-bromo-phenyl)-1-(2-chloro-phenyl)-4,5-dihydro-1H-pyrazole-3-carboxylic acid methyl ester). Isolated yield 75.1%. Reaction SMILES: [CH3:1][O:2][C:3](=[O:15])[C:4](=O)[CH:5]=[CH:6][C:7]1[CH:12]=[CH:11][CH:10]=[C:9]([Br:13])[CH:8]=1.Cl.[Cl:17][C:18]1[CH:23]=[CH:22][CH:21]=[CH:20][C:19]=1[NH:24][NH2:25]>C(O)(=O)C>[CH3:1][O:2][C:3]([C:4]1[CH2:5][CH:6]([C:7]2[CH:12]=[CH:11][CH:10]=[C:9]([Br:13])[CH:8]=2)[N:24]([C:19]2[CH:20]=[CH:21][CH:22]=[CH:23][C:18]=2[Cl:17])[N:25]=1)=[O:15] |f:1.2|. Procedure: 4-(3-Bromo-phenyl)-2-oxo-3-butenoic acid methyl ester (10.0 g, 37.2 mmol) prepared in Step 2 and 2-chlorophenylhydrazine hydrochloride (7.3 g, 40.9 mmol) were added to acetic acid (150.0 mL). The reaction mixture was stirred at 125° C. for 4 hours, concentrated under reduced pressure, and then ethyl acetate was added thereto. The reaction mixture was washed with a saturated solution of sodium hydrogen carbonate, dried on anhydrous magnesium sulfate, and then concentrated under reduced pressure t... Reactants: C1COCCO1, Fc1ccc(CBr)cc1, NC(CS)C(=O)O, [Na+], [OH-]. The product is NC(CSCc1ccc(F)cc1)C(=O)O. Reaction SMILES: [CH2:19]1[O:20][CH2:21][CH2:22][O:23][CH2:24]1.[F:8][c:9]1[cH:10][cH:11][c:12]([CH2:13][Br:14])[cH:15][cH:16]1.[NH2:1][CH:2]([CH2:3][SH:4])[C:5]([OH:6])=[O:7].[Na+:18].[OH-:17]>>[NH2:1][CH:2]([CH2:3][S:4][CH2:13][c:12]1[cH:11][cH:10][c:9]([F:8])[cH:16][cH:15]1)[C:5]([OH:6])=[O:7].